Dataset: the Open Reaction Database (ORD), a public repository of structured organic reaction records. Task: describe an organic reaction: reactants, conditions, products, and yield The reactants are BrC1=CC2=C(N=C(C=3C=CNC(C23)=O)NC2=C(C=C(C=C2Cl)C2=CC=NN2)Cl)C=C1 (9-Bromo-5-{[2,6-dichloro-4-(1H-pyrazol-5-yl)phenyl]amino}benzo[c]-2,6-naphthyridin-1(2H)-one), OC(/C=C/B(O)O)(C)C ([(1E)-3-hydroxy-3-methylbut-1-en-1-yl]boronic acid), C([O-])([O-])=O.[Na+].[Na+] (sodium carbonate). The reagents and catalysts are C=1C=CC(=CC1)[P](C=2C=CC=CC2)(C=3C=CC=CC3)[Pd]([P](C=4C=CC=CC4)(C=5C=CC=CC5)C=6C=CC=CC6)([P](C=7C=CC=CC7)(C=8C=CC=CC8)C=9C=CC=CC9)[P](C=1C=CC=CC1)(C=1C=CC=CC1)C=1C=CC=CC1 (Pd(Ph3P)4). Run in C1CCOC1 (THF), C(C)(=O)OCC (ethyl acetate). Run at temperature 80 celsius. Yields the product ClC1=C(C(=CC(=C1)C1=CC=NN1)Cl)NC1=NC2=C(C=3C(NC=CC13)=O)C=C(C=C2)\C=C\C(C)(C)O (5-{[2,6-Dichloro-4-(1H-pyrazol-5-yl)phenyl]amino}-9-[(1E)-3-hydroxy-3-methylbut-1-en-1-yl]benzo[c]-2,6-naphthyridin-1(2H)-one). As a reaction SMILES: Br[C:2]1[CH:30]=[CH:29][C:5]2[N:6]=[C:7]([NH:15][C:16]3[C:21]([Cl:22])=[CH:20][C:19]([C:23]4[NH:27][N:26]=[CH:25][CH:24]=4)=[CH:18][C:17]=3[Cl:28])[C:8]3[CH:9]=[CH:10][NH:11][C:12](=[O:14])[C:13]=3[C:4]=2[CH:3]=1.[OH:31][C:32]([CH3:39])([CH3:38])/[CH:33]=[CH:34]/B(O)O.C(=O)([O-])[O-].[Na+].[Na+]>C1COCC1.C(OCC)(=O)C.C1C=CC([P]([Pd]([P](C2C=CC=CC=2)(C2C=CC=CC=2)C2C=CC=CC=2)([P](C2C=CC=CC=2)(C2C=CC=CC=2)C2C=CC=CC=2)[P](C2C=CC=CC=2)(C2C=CC=CC=2)C2C=CC=CC=2)(C2C=CC=CC=2)C2C=CC=CC=2)=CC=1>[Cl:28][C:17]1[CH:18]=[C:19]([C:23]2[NH:27][N:26]=[CH:25][CH:24]=2)[CH:20]=[C:21]([Cl:22])[C:16]=1[NH:15][C:7]1[C:8]2[CH:9]=[CH:10][NH:11][C:12](=[O:14])[C:13]=2[C:4]2[CH:3]=[C:2](/[CH:34]=[CH:33]/[C:32]([OH:31])([CH3:39])[CH3:38])[CH:30]=[CH:29][C:5]=2[N:6]=1 |f:2.3.4,^1:60,62,81,100|. Procedure details: To a solution of 9-bromo-5-{[2,6-dichloro-4-(1H-pyrazol-5-yl)phenyl]amino}benzo[c]-2,6-naphthyridin-1(2H)-one (Example 100, Step 4) (125 mg, 0.25 mmol) in THF (4 mL) was added [(1E)-3-hydroxy-3-methylbut-1-en-1-yl]boronic acid (65 mg, 0.45 mmol), Pd(Ph3P)4 (58 mg, 0.05 mmol) and sodium carbonate (0.125 mL, 0.25 mmol, 2M in water). The reaction was heated to 80° C. for 16 h. The reaction was diluted with ethyl acetate and washed with water. The organic layer was dried with sodium sulfate, filtere... Reactants: C1(=CC=CC=C1)C1CCNCC1 (4-Phenylpiperidine), C(CO)Br (ethylene bromohydrin), C1(=CC=CC=C1)C1CCN(CC1)CCO (4-phenyl-1-piperidineethanol), C=C1CC(=O)O1 (diketene). Product: C(CC(=O)C)(=O)OCCN1CCC(CC1)C1=CC=CC=C1 (2-(4-phenylpiperidino)ethyl acetoacetate). Reaction SMILES: C1(C2CCNCC2)C=CC=CC=1.C(Br)CO.[C:17]1([CH:23]2[CH2:28][CH2:27][N:26]([CH2:29][CH2:30][OH:31])[CH2:25][CH2:24]2)[CH:22]=[CH:21][CH:20]=[CH:19][CH:18]=1.[CH2:32]=[C:33]1[O:37][C:35](=[O:36])[CH2:34]1>>[C:35]([O:31][CH2:30][CH2:29][N:26]1[CH2:25][CH2:24][CH:23]([C:17]2[CH:18]=[CH:19][CH:20]=[CH:21][CH:22]=2)[CH2:28][CH2:27]1)(=[O:36])[CH2:34][C:33]([CH3:32])=[O:37]. Procedure: 4-Phenylpiperidine was reacted with ethylene bromohydrin in the same manner as Reference Example 5, and the resulting oily 4-phenyl-1-piperidineethanol was further reacted with diketene to give 2-(4-phenylpiperidino)ethyl acetoacetate as an oil. Starting materials: COC(=O)c1cc(OCc2c(-c3ccc(F)cc3)noc2C)nn1C, Cl, [Na+], C1COCCO1, [OH-]. Yields the product Cc1onc(-c2ccc(F)cc2)c1COc1cc(C(=O)O)n(C)n1. As a reaction SMILES: [CH3:1][O:2][C:3](=[O:4])[c:5]1[n:6]([CH3:25])[n:7][c:8]([O:10][CH2:11][c:12]2[c:13](-[c:18]3[cH:19][cH:20][c:21]([F:24])[cH:22][cH:23]3)[n:14][o:15][c:16]2[CH3:17])[cH:9]1.[ClH:28].[Na+:27].[O:29]1[CH2:30][CH2:31][O:32][CH2:33][CH2:34]1.[OH-:26]>>[O:2]=[C:3]([OH:4])[c:5]1[n:6]([CH3:25])[n:7][c:8]([O:10][CH2:11][c:12]2[c:13](-[c:18]3[cH:19][cH:20][c:21]([F:24])[cH:22][cH:23]3)[n:14][o:15][c:16]2[CH3:17])[cH:9]1. Starting materials: BrC=1C=C(C(=O)O)C=CC1 (3-bromo benzoic acid), C(C)(C)(C)Br (tert-butylbromide). Reagents/catalysts: C([O-])([O-])=O.[Ag+2] (silver carbonate). Conditions: time 8 hour. The product is C(C)(C)(C)OC(C1=CC(=CC=C1)Br)=O (tert-butyl-3-bromobenzoate). Isolated yield 54.4%. As a reaction SMILES: [Br:1][C:2]1[CH:3]=[C:4]([CH:8]=[CH:9][CH:10]=1)[C:5]([OH:7])=[O:6].[C:11](Br)([CH3:14])([CH3:13])[CH3:12]>C(=O)([O-])[O-].[Ag+2]>[C:11]([O:6][C:5](=[O:7])[C:4]1[CH:8]=[CH:9][CH:10]=[C:2]([Br:1])[CH:3]=1)([CH3:14])([CH3:13])[CH3:12] |f:2.3|. Procedure: To a mixture of 3-bromo benzoic acid (10 g, 0.5 mol), silver carbonate (276 g, 1 mol) and dry molecular sieves (100 g) taken in dry CH2Cl2 (2 L), tert-butylbromide (115 mL, 1 mol) was added dropwise at 0° C. and the reaction mixture was stirred overnight at RT. The solid was filtered and washed with dichloromethane. Organic layer was washed with 10% aqueous solution of NaHCO3 (2×500 mL), water (2×500 mL), brine and dried. The solvent was removed under vacuum to give tert-butyl-3-bromobenzoate (7... The reactants are N=1N(N=CC1)C1=C(CN2C(C3(CCC2)CCNCC3)=O)C=CC=C1 (2-(2-(2H-1,2,3-triazol-2-yl)benzyl)-2,9-diazaspiro[5.5]undecan-1-one), C(C)(C)N(CC)C(C)C (diisopropylethylamine), ClC1=NC2=CC=CC=C2N=C1 (2-chloroquinoxaline). Procedure details: To a stirred solution of 2-(2-(2H-1,2,3-triazol-2-yl)benzyl)-2,9-diazaspiro[5.5]undecan-1-one (TFA salt) (200 mg, 0.354 mmol, contains 2.0 moleq. TFA) and diisopropylethylamine (0.64 mL, 3.61 mmol) in acetonitrile (1 mL) was added 2-chloroquinoxaline [1448-87-9] (121 mg, 0.72 mmol). The mixture was heated at 120° C. for 40 min under microwave conditions. The reaction mixture was cooled to rt and concentrated under reduced pressure. The crude mixture was purified by flash-column chromatography ov... Product: N=1N(N=CC1)C1=C(CN2C(C3(CCC2)CCN(CC3)C3=NC2=CC=CC=C2N=C3)=O)C=CC=C1 (2-(2-(2H-1,2,3-triazol-2-yl)benzyl)-9-(quinoxalin-2-yl)-2,9-diazaspiro[5.5]undecan-1-one). Reaction SMILES: [N:1]1[N:2]([C:6]2[CH:24]=[CH:23][CH:22]=[CH:21][C:7]=2[CH2:8][N:9]2[CH2:14][CH2:13][CH2:12][C:11]3([CH2:19][CH2:18][NH:17][CH2:16][CH2:15]3)[C:10]2=[O:20])[N:3]=[CH:4][CH:5]=1.C(N(C(C)C)CC)(C)C.Cl[C:35]1[CH:44]=[N:43][C:42]2[C:37](=[CH:38][CH:39]=[CH:40][CH:41]=2)[N:36]=1>C(#N)C>[N:1]1[N:2]([C:6]2[CH:24]=[CH:23][CH:22]=[CH:21][C:7]=2[CH2:8][N:9]2[CH2:14][CH2:13][CH2:12][C:11]3([CH2:15][CH2:16][N:17]([C:35]4[CH:44]=[N:43][C:42]5[C:37](=[CH:38][CH:39]=[CH:40][CH:41]=5)[N:36]=4)[CH2:18][CH2:19]3)[C:10]2=[O:20])[N:3]=[CH:4][CH:5]=1. The yield is 66.0%. Solvent: C(C)#N (acetonitrile). Conditions: temperature 120 celsius. Starting materials: BrB(Br)Br, CNC(=O)c1c(C)sc2cc(OC)ccc12, ClCCl. Product: CNC(=O)c1c(C)sc2cc(O)ccc12. As a reaction SMILES: [B:1]([Br:2])([Br:3])[Br:4].[CH3:5][NH:6][C:7](=[O:8])[c:9]1[c:10]2[c:11]([s:12][c:13]1[CH3:14])[cH:15][c:16]([O:19][CH3:20])[cH:17][cH:18]2.[Cl:21][CH2:22][Cl:23]>>[CH3:5][NH:6][C:7](=[O:8])[c:9]1[c:10]2[c:11]([s:12][c:13]1[CH3:14])[cH:15][c:16]([OH:19])[cH:17][cH:18]2. Reactants: BrC=1C=C2C(=C(N(C2=CC1)S(=O)(=O)C1=CC=CC=C1)C(=O)OCC)S(=O)(=O)Cl (Ethyl 5-bromo-3-(chlorosulfonyl)-1-(phenylsulfonyl)-1H-indole-2-carboxylate), NCCCNC(OC(C)(C)C)=O (tert-butyl 3-aminopropylcarbamate). Solvent: CCOC(=O)C (EtOAc), ClCCl (dichloromethane), C(C)N(CC)CC (triethylamine). Run at time 2 hour. The product is BrC=1C=C2C(=C(N(C2=CC1)S(=O)(=O)C1=CC=CC=C1)C(=O)OCC)S(=O)(=O)NCCCNC(=O)OC(C)(C)C (Ethyl 5-bromo-3-[({3-[(tert-butoxycarbonyl)amino]propyl}amino) sulfonyl]-1-(phenylsulfonyl)-1H-indole-2-carboxylate). RXN SMILES: [Br:1][C:2]1[CH:3]=[C:4]2[C:8](=[CH:9][CH:10]=1)[N:7]([S:11]([C:14]1[CH:19]=[CH:18][CH:17]=[CH:16][CH:15]=1)(=[O:13])=[O:12])[C:6]([C:20]([O:22][CH2:23][CH3:24])=[O:21])=[C:5]2[S:25](Cl)(=[O:27])=[O:26].[NH2:29][CH2:30][CH2:31][CH2:32][NH:33][C:34](=[O:40])[O:35][C:36]([CH3:39])([CH3:38])[CH3:37]>ClCCl.C(N(CC)CC)C.CCOC(C)=O>[Br:1][C:2]1[CH:3]=[C:4]2[C:8](=[CH:9][CH:10]=1)[N:7]([S:11]([C:14]1[CH:19]=[CH:18][CH:17]=[CH:16][CH:15]=1)(=[O:13])=[O:12])[C:6]([C:20]([O:22][CH2:23][CH3:24])=[O:21])=[C:5]2[S:25]([NH:29][CH2:30][CH2:31][CH2:32][NH:33][C:34]([O:35][C:36]([CH3:39])([CH3:38])[CH3:37])=[O:40])(=[O:27])=[O:26]. Procedure: To a solution of 200 mg ethyl 5-bromo-3-(chlorosulfonyl)-1-(phenylsulfonyl)-1H-indole-2-carboxylate (Example 3, Step A) in 2 mL dichloromethane, triethylamine was added (165 μL), followed by tert-butyl 3-aminopropylcarbamate (76 mg). The reaction was stirred for 2 hours at room temperature. The reaction was diluted with EtOAc, washed with saturated NaHCO3 and brine and dried over Na2SO4. The crude product was purified by flash chromatography on silica using EtOAc:hexane (1:3) as mobile phase to ...